The task is: describe an organic reaction: reactants, conditions, products, and yield. This data is from the Open Reaction Database (ORD), a public repository of structured organic reaction records. Reactants: C(CCC)(=O)C1=CC2=C(N(C(S2)=O)CCOC2=CC=C(CC(C(=O)OC)C(=O)OC)C=C2)C=C1 (Dimethyl 2-{4-[2-(6-butyryl-2-oxo-1,3-benzothiazol-3(2H)-yl)ethoxy]benzyl}malonate). The solvent is CCCCCC (hexane). The product is C(CCC)C1=CC2=C(N(C(S2)=O)CCOC2=CC=C(CC(C(=O)OC)C(=O)OC)C=C2)C=C1 (Dimethyl 2-{4-[2-(6-butyl-2-oxo-1,3-benzothiazol-3(2H)-yl)ethoxy]benzyl}malonate). Reaction SMILES: [C:1]([C:6]1[CH:34]=[CH:33][C:9]2[N:10]([CH2:14][CH2:15][O:16][C:17]3[CH:32]=[CH:31][C:20]([CH2:21][CH:22]([C:27]([O:29][CH3:30])=[O:28])[C:23]([O:25][CH3:26])=[O:24])=[CH:19][CH:18]=3)[C:11](=[O:13])[S:12][C:8]=2[CH:7]=1)(=O)[CH2:2][CH2:3][CH3:4]>CCCCCC>[CH2:1]([C:6]1[CH:34]=[CH:33][C:9]2[N:10]([CH2:14][CH2:15][O:16][C:17]3[CH:32]=[CH:31][C:20]([CH2:21][CH:22]([C:27]([O:29][CH3:30])=[O:28])[C:23]([O:25][CH3:26])=[O:24])=[CH:19][CH:18]=3)[C:11](=[O:13])[S:12][C:8]=2[CH:7]=1)[CH2:2][CH2:3][CH3:4]. Procedure: The procedure is as in Example 48, starting from the compound obtained in Example 53. The recrystallisation solvent is hexane. The reactants are O(C1=CC=CC=C1)CCN1CCC(CC1)=O (1-(2-phenoxyethyl)-4-piperidone), Cl (hydrogen chloride), C(CCC)[Li] (n-Butyllithium), [Br-].CN(CC[P+](C1=CC=CC=C1)(C1=CC=CC=C1)C1=CC=CC=C1)C ((2-dimethylaminoethyl)triphenylphosphonium bromide). Solvent: C1CCOC1 (THF), CCOCC (ether), C1CCOC1 (THF). Conditions: temperature 0 celsius, time 30 minute. The product is Cl.Cl.CN(CC=C1CCN(CC1)CCOC1=CC=CC=C1)C (4-(2-dimethylaminoethylidene)-1-(2-phenoxyethyl)piperidine dihydrochloride). Reaction SMILES: C([Li])CCC.[Br-].[CH3:7][N:8]([CH3:30])[CH2:9][CH2:10][P+](C1C=CC=CC=1)(C1C=CC=CC=1)C1C=CC=CC=1.[O:31]([CH2:38][CH2:39][N:40]1[CH2:45][CH2:44][C:43](=O)[CH2:42][CH2:41]1)[C:32]1[CH:37]=[CH:36][CH:35]=[CH:34][CH:33]=1.[ClH:47]>C1COCC1.CCOCC>[ClH:47].[ClH:47].[CH3:7][N:8]([CH3:30])[CH2:9][CH:10]=[C:43]1[CH2:44][CH2:45][N:40]([CH2:39][CH2:38][O:31][C:32]2[CH:37]=[CH:36][CH:35]=[CH:34][CH:33]=2)[CH2:41][CH2:42]1 |f:1.2,7.8.9|. Reported procedure: n-Butyllithium (9.13 ml, 2.5M solution in hexanes) was added to a suspension of (2-dimethylaminoethyl)triphenylphosphonium bromide (9.46 g) in dry THF (60 ml) under nitrogen at 0° C. over 5 minutes. The mixture was stirred at 0° C. for 30 minutes and then 1-(2-phenoxyethyl)-4-piperidone (5.0 g) in THF (15 ml) was added dropwise over 5 minutes. The mixture was warmed to ambient temperature and then heated at 60° C. for 5 hours. The mixture was left at ambient temperature for 18 hours and then que... Reactants: CC(C)(C)OC(=O)NC(Cc1ccc(Oc2ccc(C(=O)O)cc2)cc1)C(=O)OCc1ccccc1, CN1CCOCC1, CC(=O)O, CN(C)C=O, Cl, NO. Product: CC(C)(C)OC(=O)NC(Cc1ccc(Oc2ccc(C(=O)NO)cc2)cc1)C(=O)OCc1ccccc1. Reaction SMILES: [CH2:1]([c:2]1[cH:3][cH:4][cH:5][cH:6][cH:7]1)[O:8][C:9](=[O:10])[CH:11]([CH2:12][c:13]1[cH:14][cH:15][c:16]([O:17][c:18]2[cH:19][cH:20][c:21]([C:22](=[O:23])[OH:24])[cH:25][cH:26]2)[cH:27][cH:28]1)[NH:29][C:30](=[O:31])[O:32][C:33]([CH3:34])([CH3:35])[CH3:36].[CH3:37][N:38]1[CH2:39][CH2:40][O:41][CH2:42][CH2:43]1.[CH3:47][C:48](=[O:49])[OH:50].[CH3:51][N:52]([CH3:53])[CH:54]=[O:55].[ClH:44].[NH2:45][OH:46]>>[CH2:1]([c:2]1[cH:3][cH:4][cH:5][cH:6][cH:7]1)[O:8][C:9](=[O:10])[CH:11]([CH2:12][c:13]1[cH:14][cH:15][c:16]([O:17][c:18]2[cH:19][cH:20][c:21]([C:22](=[O:23])[NH:45][OH:46])[cH:25][cH:26]2)[cH:27][cH:28]1)[NH:29][C:30](=[O:31])[O:32][C:33]([CH3:34])([CH3:35])[CH3:36]. Starting materials: O (H2O), BrC1=C(C(=CC(=C1)C(F)(F)F)O)O (3-bromo-5-trifluoromethyl-benzene-1,2-diol), C(=O)([O-])[O-].[K+].[K+] (K2CO3), C(C1=CC=CC=C1)Br (benzyl bromide). Run in CCOC(=O)C (EtOAc), CC(=O)C (acetone). Product: C(C1=CC=CC=C1)OC1=C(C(=CC(=C1)C(F)(F)F)Br)OCC1=CC=CC=C1 (1,2-Bis-benzyloxy-3-bromo-5-trifluoromethyl-benzene). As a reaction SMILES: [Br:1][C:2]1[CH:7]=[C:6]([C:8]([F:11])([F:10])[F:9])[CH:5]=[C:4]([OH:12])[C:3]=1O.[C:14]([O-:17])([O-])=O.[K+].[K+].[CH2:20](Br)[C:21]1[CH:26]=[CH:25][CH:24]=[CH:23][CH:22]=1.O>CC(C)=O.CCOC(C)=O>[CH2:20]([O:12][C:4]1[CH:5]=[C:6]([C:8]([F:11])([F:10])[F:9])[CH:7]=[C:2]([Br:1])[C:3]=1[O:17][CH2:14][C:2]1[CH:7]=[CH:6][CH:5]=[CH:4][CH:3]=1)[C:21]1[CH:26]=[CH:25][CH:24]=[CH:23][CH:22]=1 |f:1.2.3|. Reported procedure: To a solution of 3-bromo-5-trifluoromethyl-benzene-1,2-diol (510 mg, 1.98 mmol) in 10 mL acetone, K2CO3 (2.74 g, 19.84 mmol, 10 eq.) and benzyl bromide (1.02 g, 5.95 mmol, 3 eq.) were added and the solution was refluxed for 4 h. After cooling to r.t., H2O and EtOAc were added to the mixture and the phases were separated The organic fraction was washed with saturated NaCl solution, dried over MgSO4 and evaporated in vacuo. The crude product was purified using flash chromatography (silica gel, hex... Starting materials: CO, [Cl-], O=C(Cn1ccnc1)c1ccc(Cl)cc1Cl, Cl, [K+], [OH-], [NH3+]O. Yields the product ON=C(Cn1ccnc1)c1ccc(Cl)cc1Cl. Reaction SMILES: [CH3:23][OH:24].[Cl-:17].[Cl:1][c:2]1[c:3]([C:4]([CH2:5][n:6]2[cH:7][n:8][cH:9][cH:10]2)=[O:11])[cH:12][cH:13][c:14]([Cl:16])[cH:15]1.[ClH:22].[K+:21].[OH-:20].[OH:18][NH3+:19]>>[Cl:1][c:2]1[c:3]([C:4]([CH2:5][n:6]2[cH:7][n:8][cH:9][cH:10]2)=[N:19][OH:18])[cH:12][cH:13][c:14]([Cl:16])[cH:15]1.